Dataset: the Open Reaction Database (ORD), a public repository of structured organic reaction records. Task: describe an organic reaction: reactants, conditions, products, and yield The reactants are CO, O, O=C(O)c1ccc([N+](=O)[O-])cc1O, O=S(=O)(O)O. The product is COC(=O)c1ccc([N+](=O)[O-])cc1O. Reaction SMILES: [CH3:15][OH:16].[OH2:14].[OH:1][c:2]1[c:3]([C:4](=[O:5])[OH:6])[cH:7][cH:8][c:9]([N+:11](=[O:12])[O-:13])[cH:10]1.[S:17](=[O:18])(=[O:19])([OH:20])[OH:21]>>[OH:1][c:2]1[c:3]([C:4](=[O:5])[O:6][CH3:15])[cH:7][cH:8][c:9]([N+:11](=[O:12])[O-:13])[cH:10]1.